This data is from the Open Reaction Database (ORD), a public repository of structured organic reaction records. The task is: describe an organic reaction: reactants, conditions, products, and yield Starting materials: CC1=NNC2=C(C=C(C=C12)C(F)(F)F)C(C)OCC1(CCNCC1)C1=CC=CC=C1 ((±)-3-Methyl-7-(1-((4-phenylpiperidin-4-yl)methoxy)ethyl)-5-(trifluoromethyl)-1H-indazole), C=O (formaldehyde), C(#N)[BH3-].[Na+] (sodium cyanoborohydride). The reagents and catalysts are C(C)(=O)O (acetic acid). Run in C(C)#N (acetonitrile). Run at temperature 0 celsius, time 1 hour. Yields the product CC1=NNC2=C(C=C(C=C12)C(F)(F)F)C(C)OCC1(CCN(CC1)C)C1=CC=CC=C1 ((±)-3-Methyl-7-(1-((1-methyl-4-phenylpiperidin-4-yl)methoxy)ethyl)-5-(trifluoromethyl)-1H-indazole). As a reaction SMILES: [CH3:1][C:2]1[C:10]2[C:5](=[C:6]([CH:15]([O:17][CH2:18][C:19]3([C:25]4[CH:30]=[CH:29][CH:28]=[CH:27][CH:26]=4)[CH2:24][CH2:23][NH:22][CH2:21][CH2:20]3)[CH3:16])[CH:7]=[C:8]([C:11]([F:14])([F:13])[F:12])[CH:9]=2)[NH:4][N:3]=1.C=O.[C:33]([BH3-])#N.[Na+]>C(#N)C.C(O)(=O)C>[CH3:1][C:2]1[C:10]2[C:5](=[C:6]([CH:15]([O:17][CH2:18][C:19]3([C:25]4[CH:30]=[CH:29][CH:28]=[CH:27][CH:26]=4)[CH2:20][CH2:21][N:22]([CH3:33])[CH2:23][CH2:24]3)[CH3:16])[CH:7]=[C:8]([C:11]([F:13])([F:14])[F:12])[CH:9]=2)[NH:4][N:3]=1 |f:2.3|. Reported procedure: (±)-3-Methyl-7-(1-((4-phenylpiperidin-4-yl)methoxy)ethyl)-5-(trifluoromethyl)-1H-indazole (32 mg, 0.08 mmol) and formaldehyde (37 wt. % solution in water, 120 μL) were combined in acetonitrile (2 mL) and cooled to 0° C. The reaction was treated with sodium cyanoborohydride (24 mg, 0.38 mmol) and a few drops of acetic acid. The reaction was stirred at 0° C. for 30 min and at room temperature for 1 h. The solvent was removed in vacuo and the resulting crude mixture passed through a strong cation e... Reactants: OCCN(C(=O)C=1SC=2CCOC3=C(C2N1)C=CC(=C3)Br)C(C)C (8-Bromo-4,5-dihydro-6-oxa-3-thia-1-aza-benzo[e]azulene-2-carboxylic acid (2-hydroxyethyl)-isopropylamide), CC(CN1N=CC(=C1)B1OC(C(O1)(C)C)(C)C)(C)O (2-methyl-1-(4-(4,4,5,5-tetramethyl-1,3,2-dioxaborolan-2-yl)-1H-pyrazol-1-yl)propan-2-ol). Product: OCCN(C(=O)C=1SC=2CCOC3=C(C2N1)C=CC(=C3)C=3C=NN(C3)CC(C)(C)O)C(C)C (8-[1-(2-Hydroxy-2-methyl-propyl)-1H-pyrazol-4-yl]-4,5-dihydro-6-oxa-3-thia-1-aza-benzo[e]azulene-2-carboxylic acid (2-hydroxy-ethyl)-isopropyl-amide). As a reaction SMILES: [OH:1][CH2:2][CH2:3][N:4]([CH:22]([CH3:24])[CH3:23])[C:5]([C:7]1[S:8][C:9]2[CH2:10][CH2:11][O:12][C:13]3[CH:20]=[C:19](Br)[CH:18]=[CH:17][C:14]=3[C:15]=2[N:16]=1)=[O:6].[CH3:25][C:26]([OH:43])([CH3:42])[CH2:27][N:28]1[CH:32]=[C:31](B2OC(C)(C)C(C)(C)O2)[CH:30]=[N:29]1>>[OH:1][CH2:2][CH2:3][N:4]([CH:22]([CH3:24])[CH3:23])[C:5]([C:7]1[S:8][C:9]2[CH2:10][CH2:11][O:12][C:13]3[CH:20]=[C:19]([C:31]4[CH:30]=[N:29][N:28]([CH2:27][C:26]([OH:43])([CH3:42])[CH3:25])[CH:32]=4)[CH:18]=[CH:17][C:14]=3[C:15]=2[N:16]=1)=[O:6]. Reported procedure: Following Example 267, 8-Bromo-4,5-dihydro-6-oxa-3-thia-1-aza-benzo[e]azulene-2-carboxylic acid (2-hydroxyethyl)-isopropylamide and 2-methyl-1-(4-(4,4,5,5-tetramethyl-1,3,2-dioxaborolan-2-yl)-1H-pyrazol-1-yl)propan-2-ol were reacted to give 401. MS: (ESI+)=471.2 The product is COC1=C(C=C(CC2=C(C=C(C=C2C)NC(OC(C)(C)C)=O)C)C=C1)C(C)C (tert-Butyl 4-(4-methoxy-3-isopropylbenzyl)-3,5-dimethylphenylcarbamate). Reagents/catalysts: [Pd] (Pd/C). Procedure: 730 mg (1.66 mmol) of tert-butyl 4-[hydroxy(4-methoxy-3-isopropylphenyl)methyl]-3,5-dimethylphenylcarbamate (Example V) are hydrogenated with 700 mg of Pd/C (10%) and with 1 bar of hydrogen at RT for 4 hours. The mixture is filtered through kieselguhr, the solvent is removed in vacuo, and purification by chromatography results in 578 mg (91%) of tert-butyl 4-(4-methoxy-3-isopropylbenzyl)-3,5-dimethylphenylcarbamate. As a reaction SMILES: O[CH:2]([C:19]1[CH:24]=[CH:23][C:22]([O:25][CH3:26])=[C:21]([CH:27]([CH3:29])[CH3:28])[CH:20]=1)[C:3]1[C:8]([CH3:9])=[CH:7][C:6]([NH:10][C:11](=[O:17])[O:12][C:13]([CH3:16])([CH3:15])[CH3:14])=[CH:5][C:4]=1[CH3:18].[H][H]>[Pd]>[CH3:26][O:25][C:22]1[CH:23]=[CH:24][C:19]([CH2:2][C:3]2[C:4]([CH3:18])=[CH:5][C:6]([NH:10][C:11](=[O:17])[O:12][C:13]([CH3:14])([CH3:15])[CH3:16])=[CH:7][C:8]=2[CH3:9])=[CH:20][C:21]=1[CH:27]([CH3:29])[CH3:28]. The reactants are OC(C1=C(C=C(C=C1C)NC(OC(C)(C)C)=O)C)C1=CC(=C(C=C1)OC)C(C)C (tert-butyl 4-[hydroxy(4-methoxy-3-isopropylphenyl)methyl]-3,5-dimethylphenylcarbamate), [H][H] (hydrogen). Starting materials: ClC1=C(OC2CN(C2)C(=O)OC(C)(C)C)C=CC(=C1)Cl (tert-butyl 3-(2,4-dichlorophenoxy)azetidine-1-carboxylate), FC(C(=O)O)(F)F (trifluoroacetic acid). Solvent: C(Cl)Cl (CH2Cl2). Conditions: time 2 hour. Product: ClC1=C(OC2CNC2)C=CC(=C1)Cl (3-(2,4-dichlorophenoxy) azetidine). The yield is 97.0%. Reaction SMILES: [Cl:1][C:2]1[CH:19]=[C:18]([Cl:20])[CH:17]=[CH:16][C:3]=1[O:4][CH:5]1[CH2:8][N:7](C(OC(C)(C)C)=O)[CH2:6]1.FC(F)(F)C(O)=O>C(Cl)Cl>[Cl:1][C:2]1[CH:19]=[C:18]([Cl:20])[CH:17]=[CH:16][C:3]=1[O:4][CH:5]1[CH2:8][NH:7][CH2:6]1. Procedure: To a solution of tert-butyl 3-(2,4-dichlorophenoxy)azetidine-1-carboxylate (1.2 g, 3.78 mmol) in CH2Cl2 (10 mL) was added trifluoroacetic acid (TFA) (7 mL) and the reaction mixture was stirred at RT for 2 h. The mixture was concentrated under reduced pressure and filtered, washing with chloroform followed by diethyl ether to obtain 3-(2,4-dichlorophenoxy) azetidine (0.800 g, 100%) as a TFA salt. The reactants are CCN=C=NCCCN(C)C, CN(C)c1ccncc1, ClCCl, Cl, O[SH]1C=Nc2ccccc21, O=C(O)c1cccc2c1[nH]c1ccccc12, Nc1cccc(-n2cncn2)c1. The product is O=C(Nc1cccc(-n2cncn2)c1)c1cccc2c1[nH]c1ccccc12. RXN SMILES: [CH2:28]([N:29]=[C:30]=[N:31][CH2:32][CH2:33][CH2:34][N:35]([CH3:36])[CH3:37])[CH3:38].[CH3:54][N:55]([CH3:56])[c:57]1[cH:58][cH:59][n:60][cH:61][cH:62]1.[Cl:51][CH2:52][Cl:53].[ClH:27].[OH:17][SH:18]1[c:19]2[cH:20][cH:21][cH:22][cH:23][c:24]2[N:25]=[CH:26]1.[c:1]1([C:14](=[O:15])[OH:16])[cH:2][cH:3][cH:4][c:5]2[c:6]3[cH:7][cH:8][cH:9][cH:10][c:11]3[nH:12][c:13]12.[n:39]1(-[c:44]2[cH:45][c:46]([NH2:47])[cH:48][cH:49][cH:50]2)[n:40][cH:41][n:42][cH:43]1>>[c:1]1([C:14](=[O:16])[NH:47][c:46]2[cH:45][c:44](-[n:39]3[n:40][cH:41][n:42][cH:43]3)[cH:50][cH:49][cH:48]2)[cH:2][cH:3][cH:4][c:5]2[c:6]3[cH:7][cH:8][cH:9][cH:10][c:11]3[nH:12][c:13]12. Reactants: S(=O)(=O)(C1=CC=C(C)C=C1)N1C(C1)CC1(CCCCC1)O (1-((1-tosylaziridin-2-yl)methyl)cyclohexanol), CN (methylamine). Run in CO (MeOH). The product is CNCC(CC1(CCCCC1)O)NS(=O)(=O)C1=CC=C(C)C=C1 (1-(3-(methylamino)-2-(tosylamino)propyl)cyclohexanol). RXN SMILES: [S:1]([N:11]1[CH2:13][CH:12]1[CH2:14][C:15]1([OH:21])[CH2:20][CH2:19][CH2:18][CH2:17][CH2:16]1)([C:4]1[CH:10]=[CH:9][C:7]([CH3:8])=[CH:6][CH:5]=1)(=[O:3])=[O:2].[CH3:22][NH2:23]>CO>[CH3:22][NH:23][CH2:13][CH:12]([NH:11][S:1]([C:4]1[CH:10]=[CH:9][C:7]([CH3:8])=[CH:6][CH:5]=1)(=[O:3])=[O:2])[CH2:14][C:15]1([OH:21])[CH2:20][CH2:19][CH2:18][CH2:17][CH2:16]1. Reported procedure: A solution of 1-((1-tosylaziridin-2-yl)methyl)cyclohexanol (270 mg, 0.87 mmol) and methylamine in MeOH was stirred at rt for 4 h and concentrated to give 1-(3-(methylamino)-2-(tosylamino)propyl)cyclohexanol. The crude product was used in the next step without purification. MS m/z 341 (M+H+). Reactants: NC1=C(C(=O)OC)C=CC=C1C=O (methyl 2-amino-3-formylbenzoate), C(CC)=O (propanal), N1CCCCC1 (piperidine), C(CC)=O (propanal), N1CCCCC1 (piperidine). Solvent: CO (methanol). Yields the product CC=1C=NC2=C(C=CC=C2C1)C(=O)OC (3-methyl-8-methoxycarbonylquinoline). Isolated yield 66.0%. RXN SMILES: [NH2:1][C:2]1[C:11]([CH:12]=O)=[CH:10][CH:9]=[CH:8][C:3]=1[C:4]([O:6][CH3:7])=[O:5].[CH:14](=O)[CH2:15][CH3:16].N1CCCCC1>CO>[CH3:16][C:15]1[CH:14]=[N:1][C:2]2[C:11]([CH:12]=1)=[CH:10][CH:9]=[CH:8][C:3]=2[C:4]([O:6][CH3:7])=[O:5]. Procedure details: Under nitrogen atmosphere, to a solution of methyl 2-amino-3-formylbenzoate (3.00 g) in methanol (80 ml) were added propanal (1.50 mL) and piperidine (800 μL), and the mixture was heated under reflux. To the mixture were further added propanal (700 μL) and piperidine (400 μL), and the mixture was further heated under reflux for total 4 hours. The solvent in the reaction solution was evaporated under reduced pressure, and water was added to the residue. The mixture was extracted with ethyl acetat... Reactants: Cl (hydrochloric acid), C(C)(C)N(C(C)C)CC (N,N-diisopropylethylamine), COC(C=1C=C(C(=O)O)C=CC1OC)OC (3-dimethoxymethyl-4-methoxybenzoic acid), [Cl-].[NH4+] (ammonium chloride), O.N1(N=NC2=C1C=CC=C2)O (benzotriazol-1-ol monohydrate), Cl.CN(CCCN=C=NCC)C ((3-dimethylaminopropyl)ethylcarbodiimide hydrochloride). Solvent: CN(C=O)C (N,N-dimethylformamide). Reaction conditions: time 13 hour. Yields the product C(=O)C=1C=C(C(=O)N)C=CC1OC (3-formyl-4-methoxybenzamide). Isolated yield 71.9%. RXN SMILES: C[O:2][CH:3](OC)[C:4]1[CH:5]=[C:6]([CH:10]=[CH:11][C:12]=1[O:13][CH3:14])[C:7](O)=[O:8].[Cl-].[NH4+].O.[N:20]1(O)C2C=CC=CC=2N=N1.Cl.CN(C)CCCN=C=NCC.C(N(CC)C(C)C)(C)C.Cl>CN(C)C=O>[CH:3]([C:4]1[CH:5]=[C:6]([CH:10]=[CH:11][C:12]=1[O:13][CH3:14])[C:7]([NH2:20])=[O:8])=[O:2] |f:1.2,3.4,5.6|. Procedure: 3-Dimethoxymethyl-4-methoxybenzoic acid (1.81 g) obtained in step B, 0.65 g of ammonium chloride, 1.48 g of benzotriazol-1-ol monohydrate, and 1.85 g of (3-dimethylaminopropyl)ethylcarbodiimide hydrochloride were dissolved in 50 mL of N,N-dimethylformamide, and 4.20 mL of N,N-diisopropylethylamine was added to the solution. The resulting solution was stirred for 13 hours at room temperature, and then 1M hydrochloric acid was added little by little until the mixture reached nearly pH 2. This mixt... The reactants are ClCCl, C[Al](C)C, CCCCCC, Cc1ccccc1, CNC, COC(=O)c1ccccc1S(=O)(=O)NC(=O)Nc1nc(C)c2ccccc2n1, C. The product is Cc1nc(NC(=O)NS(=O)(=O)c2ccccc2C(=O)N(C)C)nc2ccccc12. Reaction SMILES: [CH2:43]([Cl:44])[Cl:45].[CH3:1][Al:2]([CH3:3])[CH3:4].[CH3:37][CH2:38][CH2:39][CH2:40][CH2:41][CH3:42].[CH3:46][c:47]1[cH:48][cH:49][cH:50][cH:51][cH:52]1.[CH3:5][NH:6][CH3:7].[CH3:9][c:10]1[n:11][c:12]([NH:20][C:21](=[O:22])[NH:23][S:24](=[O:25])(=[O:26])[c:27]2[c:28]([C:29]([O:31][CH3:30])=[O:32])[cH:33][cH:34][cH:35][cH:36]2)[n:13][c:14]2[cH:15][cH:16][cH:17][cH:18][c:19]12.[CH4:8]>>[CH3:5][N:6]([CH3:7])[C:29]([c:28]1[c:27]([S:24]([NH:23][C:21]([NH:20][c:12]2[n:11][c:10]([CH3:9])[c:19]3[c:14]([n:13]2)[cH:15][cH:16][cH:17][cH:18]3)=[O:22])(=[O:25])=[O:26])[cH:36][cH:35][cH:34][cH:33]1)=[O:31].